Dataset: the Open Reaction Database (ORD), a public repository of structured organic reaction records. Task: describe an organic reaction: reactants, conditions, products, and yield Starting materials: [N+](=O)([O-])C1=C(C(=O)Cl)C=CC=C1 (o-nitrobenzoyl chloride), Cl (hydrochloric acid), C(CC(=O)[O-])(=O)OCC (monoethyl malonate), N1=C(C=CC=C1)C1=NC=CC=C1 (2,2-bipyridyl), C(CCC)[Li] (n-butyl lithium), resultant mixture. Solvent: O1CCCC1 (tetrahydrofuran), C(C)OCC (diethyl ether), CCCCCC (hexane), O1CCCC1 (tetrahydrofuran). Yields the product [N+](=O)([O-])C1=C(C(=O)CC(=O)OCC)C=CC=C1 (ethyl 2-(o-nitrobenzoyl)-acetate). Reaction SMILES: [C:1]([O:7][CH2:8][CH3:9])(=[O:6])[CH2:2][C:3]([O-:5])=O.N1C=CC=CC=1C1C=CC=CN=1.C([Li])CCC.[N+:27]([C:30]1[CH:38]=[CH:37][CH:36]=[CH:35][C:31]=1C(Cl)=O)([O-:29])=[O:28].Cl>CCCCCC.O1CCCC1.C(OCC)C>[N+:27]([C:30]1[CH:38]=[CH:37][CH:36]=[CH:35][C:31]=1[C:3]([CH2:2][C:1]([O:7][CH2:8][CH3:9])=[O:6])=[O:5])([O-:29])=[O:28]. Reported procedure: The starting material is prepared as follows: The solution of 39.6 g of monoethyl malonate, 50 mg of 2,2-bipyridyl (indicator) and 650 ml of tetrahydrofuran is cooled to -70°, whereupon 305 ml of 1.97 M n-butyl lithium in hexane are added slowly under nitrogen while stirring. The temperature is allowed to rise to about -5° near the end of addition, after the pink color of the indicator persists. The mixture is recooled to -65°, and the solution of 31.7 g of o-nitrobenzoyl chloride in 50 ml of te...